Dataset: the Open Reaction Database (ORD), a public repository of structured organic reaction records. Task: describe an organic reaction: reactants, conditions, products, and yield Starting materials: C(=S)(Cl)Cl (Thiophosgene), N(N)C(=S)SC1=CC(=C(C(=C1)C(C)(C)C)O)C(C)(C)C (3,5-bis(1,1-dimethylethyl)-4-hydroxyphenyl hydrazinecarbodithioate), C(C)(=O)OCC (ethyl acetate), C([O-])(O)=O.[Na+] (sodium bicarbonate). Run in O1CCCC1 (tetrahydrofuran). Run at time 10 minute. The product is CC(C)(C)C=1C=C(C=C(C1O)C(C)(C)C)SC1=NNC(S1)=S (5-[[3,5-bis(1,1-dimethylethyl)-4-hydroxyphenyl]thio]-1,3,4thiadiazole-2(3H)-thione). The yield is 88.1%. Reaction SMILES: [C:1](Cl)(Cl)=[S:2].[NH:5]([C:7]([S:9][C:10]1[CH:15]=[C:14]([C:16]([CH3:19])([CH3:18])[CH3:17])[C:13]([OH:20])=[C:12]([C:21]([CH3:24])([CH3:23])[CH3:22])[CH:11]=1)=[S:8])[NH2:6].C(OCC)(=O)C.C(=O)(O)[O-].[Na+]>O1CCCC1>[CH3:24][C:21]([C:12]1[CH:11]=[C:10]([S:9][C:7]2[S:8][C:1](=[S:2])[NH:6][N:5]=2)[CH:15]=[C:14]([C:16]([CH3:17])([CH3:18])[CH3:19])[C:13]=1[OH:20])([CH3:22])[CH3:23] |f:3.4|. Reported procedure: Thiophosgene (0.37 mL, 4.8 mmol) is added dropwise to a -78° C. solution of 3,5-bis(1,1-dimethylethyl)-4-hydroxyphenyl hydrazinecarbodithioate (1.5 g, 4.8 mmol) in tetrahydrofuran (150 mL). The reaction mixture is stirred for 10 minutes then poured into a separatory funnel containing ethyl acetate and aqueous sodium bicarbonate. The organic phase is washed three times with water and once with brine. Drying the organic phase over magnesium sulfate and evaporation gives a solid which is crystalliz... Starting materials: ClC1=CC=C(C=C1)OC(N(C)C[C@@H]1CC[C@H](CC1)CO)=O (trans-(4-hydroxymethyl-cyclohexylmethyl)-methyl-carbamic acid 4-chloro-phenyl ester), CS(=O)(=O)Cl (methanesulfonyl chloride). RXN SMILES: [Cl:1][C:2]1[CH:7]=[CH:6][C:5]([O:8][C:9](=[O:21])[N:10]([CH2:12][C@H:13]2[CH2:18][CH2:17][C@H:16]([CH2:19][OH:20])[CH2:15][CH2:14]2)[CH3:11])=[CH:4][CH:3]=1.[CH3:22][S:23](Cl)(=[O:25])=[O:24]>>[Cl:1][C:2]1[CH:3]=[CH:4][C:5]([O:8][C:9]([N:10]([CH2:12][C@H:13]2[CH2:18][CH2:17][C@H:16]([CH2:19][O:20][S:23]([CH3:22])(=[O:25])=[O:24])[CH2:15][CH2:14]2)[CH3:11])=[O:21])=[CH:6][CH:7]=1. Yields the product ClC1=CC=C(OC(=O)N(C)C[C@@H]2CC[C@H](CC2)COS(=O)(=O)C)C=C1 (trans-methanesulfonic acid 4-{[(4-chloro-phenoxycarbonyl)-methyl-amino]-methyl}-cyclohexylmethyl ester). Reported procedure: In analogy to the procedure described in example 3.4, the trans-(4-hydroxymethyl-cyclohexylmethyl)-methyl-carbamic acid 4-chloro-phenyl ester was treated with methanesulfonyl chloride to yield trans-methanesulfonic acid 4-{[(4-chloro-phenoxycarbonyl)-methyl-amino]-methyl}-cyclohexylmethyl ester as colorless viscous oil, MS: 390 (MH+). Reactants: Cc1ccccc1, CCCC[Sn](C=Cc1cccnc1F)(CCCC)CCCC, Fc1ncccc1I. Product: Fc1ncccc1C=Cc1cccnc1F. As a reaction SMILES: [CH3:31][c:32]1[cH:33][cH:34][cH:35][cH:36][cH:37]1.[F:1][c:2]1[n:3][cH:4][cH:5][cH:6][c:7]1[CH:8]=[CH:9][Sn:10]([CH2:11][CH2:12][CH2:13][CH3:14])([CH2:15][CH2:16][CH2:17][CH3:18])[CH2:19][CH2:20][CH2:21][CH3:22].[F:23][c:24]1[n:25][cH:26][cH:27][cH:28][c:29]1[I:30]>>[F:1][c:2]1[n:3][cH:4][cH:5][cH:6][c:7]1[CH:8]=[CH:9][c:29]1[c:24]([F:23])[n:25][cH:26][cH:27][cH:28]1. Starting materials: [OH-].[Na+] (sodium hydroxide), C(C)C1(CCCN2CCC=3C(=C12)N=C1C=CC=CC13)C(C#N)C ((1-ethyl-1,2,3,4,6,7-hexahydro-indolo[ 2,3-a] quinolizin-1-yl)-propionitrile), [BH4-].[Na+] (sodium borohydride), [BH4-].[Na+] (sodium borohydride), [OH-].[Na+] (sodium hydroxide), Cl.Cl.C(C)C1(CCCN2CCC3=C(C12)NC1=CC=CC=C13)CCCN (1-ethyl-1-(3-aminopropyl)-1,2,3,4,6,7,12,12b-octahydro-indolo(2,3-a)quinolizine dihydrochloride). Solvent: CO (methanol). Run at temperature 50 celsius. Yields the product C(C)C1(CCCN2CCC3=C(C12)NC1=CC=CC=C13)CCCN (1-Ethyl-1-(3-aminopropyl)-1,2,3,4,6,7,12,12b-octahydroindolo (2,3-a)quinolizine). As a reaction SMILES: C(C1(C(C)C#N)C2N(CCC3C=2N=C2C=3C=CC=C2)CCC1)C.[BH4-].[Na+].[OH-].[Na+].Cl.Cl.[CH2:30]([C:32]1([CH2:49][CH2:50][CH2:51][NH2:52])[CH:41]2[N:36]([CH2:37][CH2:38][C:39]3[C:48]4[C:43](=[CH:44][CH:45]=[CH:46][CH:47]=4)[NH:42][C:40]=32)[CH2:35][CH2:34][CH2:33]1)[CH3:31]>CO>[CH2:30]([C:32]1([CH2:49][CH2:50][CH2:51][NH2:52])[CH:41]2[N:36]([CH2:37][CH2:38][C:39]3[C:48]4[C:43](=[CH:44][CH:45]=[CH:46][CH:47]=4)[NH:42][C:40]=32)[CH2:35][CH2:34][CH2:33]1)[CH3:31] |f:1.2,3.4,5.6.7|. Procedure: 2.0 g. (6.20 mmoles) of (1-ethyl-1,2,3,4,6,7-hexahydro-indolo[ 2,3-a] quinolizin-1-yl)-propionitrile are dissolved in 100 ml. of methanol, and 2 g. of Raney-nickel, thoroughly pre-washed with water and methanol, are added. The reaction mixture is warmed to 48° to 50° C under stirring, and a suspension of 2.0 g. (53 mmoles) of sodium borohydride in 8 ml. of 8 n sodium hydroxide is added. At the beginning of the reaction a vigorous bubbling can be observed. The reaction mixture is stirred for 30 m... Starting materials: IC1=CC=CC=2N(N=NC21)C2=NC(=NC=C2)S(=O)C (4-iodo-1-(2-methanesulfinyl-pyrimidin-4-yl)-1H-benzotriazole), CS(=O)(=O)N1CCC(CC1)N (1-methanesulfonyl-piperidin-4-ylamine). The solvent is O1CCOCC1 (1,4-dioxane). Run at temperature 110 celsius. The product is IC1=CC=CC=2N(N=NC21)C2=NC(=NC=C2)NC2CCN(CC2)S(=O)(=O)C ([4-(4-iodobenzotriazol-1-yl)-pyrimidin-2-yl]-(1-methanesulfonyl-piperidin-4-yl)-amine). The yield is 80.6%. As a reaction SMILES: [I:1][C:2]1[C:10]2[N:9]=[N:8][N:7]([C:11]3[CH:16]=[CH:15][N:14]=[C:13](S(C)=O)[N:12]=3)[C:6]=2[CH:5]=[CH:4][CH:3]=1.[CH3:20][S:21]([N:24]1[CH2:29][CH2:28][CH:27]([NH2:30])[CH2:26][CH2:25]1)(=[O:23])=[O:22]>O1CCOCC1>[I:1][C:2]1[C:10]2[N:9]=[N:8][N:7]([C:11]3[CH:16]=[CH:15][N:14]=[C:13]([NH:30][CH:27]4[CH2:28][CH2:29][N:24]([S:21]([CH3:20])(=[O:23])=[O:22])[CH2:25][CH2:26]4)[N:12]=3)[C:6]=2[CH:5]=[CH:4][CH:3]=1. Procedure details: A mixture of 4-iodo-1-(2-methanesulfinyl-pyrimidin-4-yl)-1H-benzotriazole (700 mg) and 1-methanesulfonyl-piperidin-4-ylamine (642 mg) in 1,4-dioxane (20 mL) was stirred under argon, then heated at 110° C. for 4.5 h. The reaction mixture was then cooled, and the solvent removed in vacuo to provide a solid. The solid was chromatographed on silica using 0-100% EtOAc/hexanes to provide [4-(4-iodobenzotriazol-1-yl)-pyrimidin-2-yl]-(1-methanesulfonyl-piperidin-4-yl)-amine (731 mg). Starting materials: C1(=CC=CC=C1)CCC(=O)OC1=CC=C(C=C1)C (p-Tolyl 3-phenylpropanoate), [Cl-].[Al+3].[Cl-].[Cl-] (aluminium chloride), O (water). Solvent: C1(=CC=CC=C1)C (toluene). Run at temperature 178 celsius, time 2 hour. The product is OC1=C(C=C(C=C1)C)C(CCC1=CC=CC=C1)=O (1-(2-hydroxy-5-methylphenyl)-3-phenylpropan-1-one). Yield: 34.0%. Reaction SMILES: [C:1]1([CH2:7][CH2:8][C:9]([O:11]C2C=CC(C)=CC=2)=O)[CH:6]=[CH:5][CH:4]=[CH:3][CH:2]=1.[Cl-].[Al+3].[Cl-].[Cl-].[OH2:23]>C1(C)C=CC=CC=1>[OH:23][C:4]1[CH:5]=[CH:6][C:1]([CH3:7])=[CH:2][C:3]=1[C:9](=[O:11])[CH2:8][CH2:7][C:1]1[CH:2]=[CH:3][CH:4]=[CH:5][CH:6]=1 |f:1.2.3.4|. Procedure details: p-Tolyl 3-phenylpropanoate (13.0 g, 54.1 mmol) was added to aluminium chloride (9.38 g, 70.3 mmol) and the mixture was heated under stirring to 178° C. for 2 h. Heating was removed and toluene was added (30 ml). Stirring was continued for 15 min to obtain a brown solution, which was cooled with an ice bath prior to the careful, dropwise addition of water (30 ml). The resulting biphasic mixture was further stirred until it reached room temperature, then diluted with toluene. The organic layer was...